Dataset: the Open Reaction Database (ORD), a public repository of structured organic reaction records. Task: describe an organic reaction: reactants, conditions, products, and yield Reactants: CS(=O)(=O)C1=CC=C(C=C1)C1=CC=C2C=NC(=NN21)O (7-(4-methanesulfonyl-phenyl)-pyrrolo[2,1-f][1,2,4]triazin-2-ol), NC=1C=C(C=CC1)C1C(N(CCN1C)C)=O (3-(3-amino-phenyl)-1,4-dimethyl-piperazin-2-one). Yields the product CS(=O)(=O)C1=CC=C(C=C1)C1=CC=C2C=NC(=NN21)NC=2C=C(C=CC2)C2C(N(CCN2C)C)=O (3-{3-[7-(4-Methanesulfonyl-phenyl)-pyrrolo[2,1-f][1,2,4]triazin-2-ylamino]-phenyl}-1,4-dimethyl-piperazin-2-one), foam. Isolated yield 50.0%. RXN SMILES: [CH3:1][S:2]([C:5]1[CH:10]=[CH:9][C:8]([C:11]2[N:19]3[C:14]([CH:15]=[N:16][C:17](O)=[N:18]3)=[CH:13][CH:12]=2)=[CH:7][CH:6]=1)(=[O:4])=[O:3].[NH2:21][C:22]1[CH:23]=[C:24]([CH:28]2[N:33]([CH3:34])[CH2:32][CH2:31][N:30]([CH3:35])[C:29]2=[O:36])[CH:25]=[CH:26][CH:27]=1>>[CH3:1][S:2]([C:5]1[CH:10]=[CH:9][C:8]([C:11]2[N:19]3[C:14]([CH:15]=[N:16][C:17]([NH:21][C:22]4[CH:23]=[C:24]([CH:28]5[N:33]([CH3:34])[CH2:32][CH2:31][N:30]([CH3:35])[C:29]5=[O:36])[CH:25]=[CH:26][CH:27]=4)=[N:18]3)=[CH:13][CH:12]=2)=[CH:7][CH:6]=1)(=[O:4])=[O:3]. Procedure details: 3-{3-[7-(4-Methanesulfonyl-phenyl)-pyrrolo[2,1-f][1,2,4]triazin-2-ylamino]-phenyl}-1,4-dimethyl-piperazin-2-one was prepared from 7-(4-methanesulfonyl-phenyl)-pyrrolo[2,1-f][1,2,4]triazin-2-ol and 3-(3-amino-phenyl)-1,4-dimethyl-piperazin-2-one in an analogous manner to Example 1052a. Product isolated as a yellow foam (75 mg, 50%). LCMS (m/e) 491 (M+H); 1H-NMR (CDCl3, 400 MHz) δ 8.76 (s, 1H), 8.38 (d, 2H, J=8.4 Hz), 8.05 (d, 2H, J=8.4 Hz), 7.68 (s, 1H), 7.51 (d, 1H, J=8.2 Hz) 7.37-7.29 (m, 1H), ... The reactants are B, CCc1c(C(=O)O)cccc1-c1ccccc1, ClCCl, C1CCOC1, C1CCOC1, O. The product is CCc1c(CO)cccc1-c1ccccc1. Reaction SMILES: [BH3:23].[CH2:1]([CH3:2])[c:3]1[c:4](-[c:12]2[cH:13][cH:14][cH:15][cH:16][cH:17]2)[cH:5][cH:6][cH:7][c:8]1[C:9](=[O:10])[OH:11].[CH2:30]([Cl:31])[Cl:32].[O:18]1[CH2:19][CH2:20][CH2:21][CH2:22]1.[O:25]1[CH2:26][CH2:27][CH2:28][CH2:29]1.[OH2:24]>>[CH2:1]([CH3:2])[c:3]1[c:4](-[c:12]2[cH:13][cH:14][cH:15][cH:16][cH:17]2)[cH:5][cH:6][cH:7][c:8]1[CH2:9][OH:10]. The reactants are C([O-])([O-])=O.[K+].[K+] (Potassium carbonate), COC(CN)OC (2,2-dimethoxyethylamine), BrC1=CC=C(C(=O)Cl)C=C1 (4-bromobenzoyl chloride). The solvent is O (water), CC(=O)C (acetone), CC(=O)C (acetone). Product: BrC1=CC=C(C(=O)NCC(OC)OC)C=C1 (4-Bromo-N-(2,2-dimethoxyethyl)-benzamide), solid. RXN SMILES: C(=O)([O-])[O-].[K+].[K+].[CH3:7][O:8][CH:9]([O:12][CH3:13])[CH2:10][NH2:11].[Br:14][C:15]1[CH:23]=[CH:22][C:18]([C:19](Cl)=[O:20])=[CH:17][CH:16]=1>O.CC(C)=O>[Br:14][C:15]1[CH:23]=[CH:22][C:18]([C:19]([NH:11][CH2:10][CH:9]([O:12][CH3:13])[O:8][CH3:7])=[O:20])=[CH:17][CH:16]=1 |f:0.1.2|. Procedure details: Potassium carbonate (8.0 g) was added to a solution of 2,2-dimethoxyethylamine in water (90 ml) and acetone (40 ml) at rt. The reaction mixture was cooled in an ice-water bath and 4-bromobenzoyl chloride (16.4 g) dissolved in acetone (70 ml) was added drop-wise over 90 min. The stirred reaction mixture was allowed to warm to rt. After a further 2 h the reaction mixture was extracted into EtOAc (3×75 ml), the combined organics were washed with saturated aqueous sodium hydrogen carbonate, dried (M... Reactants: OC1COc2c(Br)cccc2C1, CCCNCCC, Cc1ccc(S(=O)(=O)O)cc1, c1ccccc1. The product is CCCN(CCC)C1COc2c(Br)cccc2C1. Reaction SMILES: [Br:1][c:2]1[cH:3][cH:4][cH:5][c:6]2[c:11]1[O:10][CH2:9][CH:8]([OH:12])[CH2:7]2.[CH2:13]([CH2:14][CH3:15])[NH:16][CH2:17][CH2:18][CH3:19].[c:20]1([CH3:21])[cH:22][cH:23][c:24]([S:25]([OH:26])(=[O:27])=[O:28])[cH:29][cH:30]1.[cH:31]1[cH:32][cH:33][cH:34][cH:35][cH:36]1>>[Br:1][c:2]1[cH:3][cH:4][cH:5][c:6]2[c:11]1[O:10][CH2:9][CH:8]([N:16]([CH2:13][CH2:14][CH3:15])[CH2:17][CH2:18][CH3:19])[CH2:7]2. Starting materials: COC(=O)C(N)CC=Cc1ccccc1, O=C(Cl)OC(Cl)(Cl)Cl, C1COCCO1. Product: COC(=O)C(CC=Cc1ccccc1)N=C=O. As a reaction SMILES: [NH2:9][CH:10]([C:11](=[O:12])[O:13][CH3:14])[CH2:15][CH:16]=[CH:17][c:18]1[cH:19][cH:20][cH:21][cH:22][cH:23]1.[O:1]=[C:2]([Cl:3])[O:4][C:5]([Cl:6])([Cl:7])[Cl:8].[O:24]1[CH2:25][CH2:26][O:27][CH2:28][CH2:29]1>>[O:1]=[C:2]=[N:9][CH:10]([C:11](=[O:12])[O:13][CH3:14])[CH2:15][CH:16]=[CH:17][c:18]1[cH:19][cH:20][cH:21][cH:22][cH:23]1. The reactants are CCc1cc(C)c2c(c1)C1CN(C(=O)OC(C)(C)C)CC1NC2=O, CCOCC, Cl. Product: CCc1cc(C)c2c(c1)C1CNCC1NC2=O, Cl. RXN SMILES: [CH2:1]([CH3:2])[c:3]1[cH:4][c:5]2[c:10]([c:11]([CH3:13])[cH:12]1)[C:9](=[O:14])[NH:8][CH:7]1[CH:6]2[CH2:17][N:16]([C:18]([O:19][C:20]([CH3:21])([CH3:22])[CH3:23])=[O:24])[CH2:15]1.[CH3:26][CH2:27][O:28][CH2:29][CH3:30].[ClH:25]>>[CH2:1]([CH3:2])[c:3]1[cH:4][c:5]2[c:10]([c:11]([CH3:13])[cH:12]1)[C:9](=[O:14])[NH:8][CH:7]1[CH:6]2[CH2:17][NH:16][CH2:15]1.[ClH:25]. Starting materials: COc1ccc(Cn2ccc3cc(-c4cc(C(=O)O)ccc4C)ccc3c2=O)cc1, NC1CC1, CC(C)[Mg+], [Cl-], C1CCOC1. The product is COc1ccc(Cn2ccc3cc(-c4cc(C(=O)NC5CC5)ccc4C)ccc3c2=O)cc1. As a reaction SMILES: [CH3:1][O:2][c:3]1[cH:4][cH:5][c:6]([CH2:7][n:8]2[c:9](=[O:28])[c:10]3[cH:11][cH:12][c:13](-[c:18]4[cH:19][c:20]([C:21](=[O:22])[OH:23])[cH:24][cH:25][c:26]4[CH3:27])[cH:14][c:15]3[cH:16][cH:17]2)[cH:29][cH:30]1.[CH:31]1([NH2:34])[CH2:32][CH2:33]1.[CH:36]([Mg+:37])([CH3:38])[CH3:39].[Cl-:35].[O:40]1[CH2:41][CH2:42][CH2:43][CH2:44]1>>[CH3:1][O:2][c:3]1[cH:4][cH:5][c:6]([CH2:7][n:8]2[c:9](=[O:28])[c:10]3[cH:11][cH:12][c:13](-[c:18]4[cH:19][c:20]([C:21](=[O:22])[NH:34][CH:31]5[CH2:32][CH2:33]5)[cH:24][cH:25][c:26]4[CH3:27])[cH:14][c:15]3[cH:16][cH:17]2)[cH:29][cH:30]1. Reactants: FC1=C(C(=O)O)C=CC(=C1)Br (2-fluoro-4-bromobenzoic acid), Cl.CN(CCCN=C=NCC)C (1-(3-dimethylaminopropyl)-3-ethylcarbodiimide hydrochloride), N1=CC=C(C=C1)N1CCNCC1 (1-(4-pyridyl)piperazine), O (water). Solvent: CN(C=O)C (dimethylformamide), CN(C=O)C (dimethylformamide). Reaction conditions: time 30 minute. Product: N1=CC=C(C=C1)N1CCN(CC1)C(C1=C(C=C(C=C1)Br)F)=O (1-(4-pyridyl)-4-(2-fluoro-4-bromobenzoyl)piperazine). The yield is 35.1%. RXN SMILES: [F:1][C:2]1[CH:10]=[C:9]([Br:11])[CH:8]=[CH:7][C:3]=1[C:4]([OH:6])=O.Cl.CN(C)CCCN=C=NCC.[N:24]1[CH:29]=[CH:28][C:27]([N:30]2[CH2:35][CH2:34][NH:33][CH2:32][CH2:31]2)=[CH:26][CH:25]=1.O>CN(C)C=O>[N:24]1[CH:29]=[CH:28][C:27]([N:30]2[CH2:31][CH2:32][N:33]([C:4](=[O:6])[C:3]3[CH:7]=[CH:8][C:9]([Br:11])=[CH:10][C:2]=3[F:1])[CH2:34][CH2:35]2)=[CH:26][CH:25]=1 |f:1.2|. Procedure details: A solution of 2-fluoro-4-bromobenzoic acid (0.24 g) in dry dimethylformamide (10 ml) was treated with 1-(3-dimethylaminopropyl)-3-ethylcarbodiimide hydrochloride (0.17 g) and stirred for 30 minutes at ambient temperature under argon. A solution of 1-(4-pyridyl)piperazine (1.6 g) in dry dimethylformamide (3 ml) was added to the mixture and the mixture cooled to 50° C. The reaction was then allowed to warm to room temperature and stirred overnight. The solution was poured into water and then extra... Reactants: NC1=CC(=C(C=C1)O)F (4-amino-2-fluorophenol), CC(C)([O-])C.[Na+] (sodium tert-butoxide), O (water), ClC1=C2C(=NC=C1)C=C(S2)C2=CC=C(C=N2)CN2C(OCCC2)=O (3-((6-(7-chlorothieno[3,2-b]pyridin-2-yl)pyridin-3-yl)methyl)-1,3-oxazinan-2-one). The product is NC1=CC(=C(OC2=C3C(=NC=C2)C=C(S3)C3=CC=C(C=N3)CN3C(OCCC3)=O)C=C1)F (3-((6-(7-(4-amino-2-fluorophenoxy)thieno[3,2-b]pyridin-2-yl)pyridin-3-yl)methyl)-1,3-oxazinan-2-one). Procedure details: To a solution of 4-amino-2-fluorophenol (70.7 mg, 0.556 mmol) in DMSO (5 mL) was added sodium tert-butoxide (53.4 mg, 0.556 mmol) and the reaction mixture was stirred for 30 min. Chloride 199 (100 mg, 0.278 mmol) was added and the reaction mixture was heated at 100° C. overnight. The mixture was then cooled to RT and poured into water (20 mL) and the precipitated product was collected by filtration and purified by Biotage (MeOH/EtOAc 0-50%, SNAP 25 g cartridge) to give title compound 200 (147 mg... Isolated yield 117.4%. Reaction SMILES: [NH2:1][C:2]1[CH:7]=[CH:6][C:5]([OH:8])=[C:4]([F:9])[CH:3]=1.CC(C)([O-])C.[Na+].Cl[C:17]1[CH:22]=[CH:21][N:20]=[C:19]2[CH:23]=[C:24]([C:26]3[N:31]=[CH:30][C:29]([CH2:32][N:33]4[CH2:38][CH2:37][CH2:36][O:35][C:34]4=[O:39])=[CH:28][CH:27]=3)[S:25][C:18]=12.O>CS(C)=O>[NH2:1][C:2]1[CH:7]=[CH:6][C:5]([O:8][C:17]2[CH:22]=[CH:21][N:20]=[C:19]3[CH:23]=[C:24]([C:26]4[N:31]=[CH:30][C:29]([CH2:32][N:33]5[CH2:38][CH2:37][CH2:36][O:35][C:34]5=[O:39])=[CH:28][CH:27]=4)[S:25][C:18]=23)=[C:4]([F:9])[CH:3]=1 |f:1.2|. Run at temperature 100 celsius, time 30 minute. Solvent: CS(=O)C (DMSO). The reactants are CC1=C(C(=O)OC)C=CC=N1 (methyl 2-methylnicotinate), BrC(C(C)=O)C (3-bromo-2-butanone). Solvent: CC(=O)C (acetone). The product is COC(=O)C1=CC=CN2C(=C(C=C12)C)C (2,3-Dimethyl-indolizine-8-carboxylic acid methyl ester). RXN SMILES: [CH3:1][C:2]1[N:11]=[CH:10][CH:9]=[CH:8][C:3]=1[C:4]([O:6][CH3:7])=[O:5].Br[CH:13]([CH3:17])[C:14](=O)[CH3:15]>CC(C)=O>[CH3:7][O:6][C:4]([C:3]1[C:2]2[N:11]([C:13]([CH3:17])=[C:14]([CH3:15])[CH:1]=2)[CH:10]=[CH:9][CH:8]=1)=[O:5]. Procedure: A solution of methyl 2-methylnicotinate (4.9 g, 32.1 mmol) and 3-bromo-2-butanone (4.8 g, 32.1 mmol) in acetone (40 ml) were warmed to reflux for 3 d. Cooled to RT and partially purified the remaining residue via column chromatography (silica gel, 5-10% EtOAc/hexanes). The product-containing fractions were combined and concentrated to give the desired product.